This data is from the Open Reaction Database (ORD), a public repository of structured organic reaction records. The task is: describe an organic reaction: reactants, conditions, products, and yield The reactants are Cl.BrC=1C=CC2=C(CN(CCN2CC=2N=CNC2)C(=O)C2=CC=CC3=CC=CC=C23)C1 (7-Bromo-2,3,4,5-tetrahydro-1-(1H-imidazol-4-ylmethyl)-4-(1-naphthalenylcarbonyl)-1H-1,4-benzodiazepine, hydrochloride), Cl.BrC=1C=CC2=C(CN(CCN2CC=2N=CNC2)C(=O)C2=CC=CC3=CC=CC=C23)C1 (7-Bromo-2,3,4,5-tetrahydro-1-(1H-imidazol-4-ylmethyl)-4-(1-naphthalenylcarbonyl)-1H-1,4-benzodiazepine, hydrochloride), Cl.BrC=1C=CC2=C(CN(CCN2CC=2N=CNC2)C(=O)C2=CC=CC3=CC=CC=C23)C1 (7-Bromo-2,3,4,5-tetrahydro-1-(1H-imidazol-4-ylmethyl)-4-(1-naphthalenylcarbonyl)-1H-1,4-benzodiazepine, hydrochloride), Cl.Cl.N1C=NC(=C1)CN1CCN(C2=C(C1)C=CC=C2)C(=O)C2=CC=CC1=CC=CC=C21 (2,3,4,5-Tetrahydro-4-(1H-imidazol-4-yl-methyl)-1-(1-naphthalenylcarbonyl)-1H-1,4-benzodiazepine, dihydrochloride), Cl.Cl.N1C=NC(=C1)CN1CCN(C2=C(C1)C=CC=C2)C(=O)C2=CC=CC1=CC=CC=C21 (2,3,4,5-Tetrahydro-4-(1H-imidazol-4-yl-methyl)-1-(1-naphthalenylcarbonyl)-1H-1,4-benzodiazepine, dihydrochloride), Cl.N1C=NC(=C1)CN1CCN(CC2=C1C=CC=C2)C(=O)C2=CC=CC1=CC=CC=C21 (2,3,4,5-Tetrahydro-1-(1H-imidazol-4-ylmethyl)-4-(1-naphthalenylcarbonyl)-1H-1,4-benzodiazepine, hydrochloride). Run in C(Cl)Cl (methylene chloride). Product: Cl.Cl.BrC=1C=CC2=C(CN(CCN2C(=O)C2=CC=CC3=CC=CC=C23)CC=2N=CNC2)C1 (7-Bromo-2,3,4,5-tetrahydro-4-(1H-imidazol-4-ylmethyl)-1-(1-naphthalenylcarbonyl)-1H-1,4-benzodiazepine, dihydrochloride). RXN SMILES: [ClH:1].[Br:2][C:3]1[CH:4]=[CH:5][C:6]2[N:12]([CH2:13][C:14]3[N:15]=[CH:16][NH:17][CH:18]=3)[CH2:11][CH2:10][N:9]([C:19]([C:21]3[C:30]4[C:25](=[CH:26][CH:27]=[CH:28][CH:29]=4)[CH:24]=[CH:23][CH:22]=3)=[O:20])[CH2:8][C:7]=2[CH:31]=1.Cl.Cl.N1C=C(CN2CC3C=CC=CC=3N(C(C3C4C(=CC=CC=4)C=CC=3)=O)CC2)N=C1.Cl.N1C=C(CN2C3C=CC=CC=3CN(C(C3C4C(=CC=CC=4)C=CC=3)=O)CC2)N=C1>C(Cl)Cl>[ClH:1].[ClH:1].[Br:2][C:3]1[CH:31]=[CH:7][C:8]2[N:9]([C:19]([C:21]3[C:30]4[C:25](=[CH:26][CH:27]=[CH:28][CH:29]=4)[CH:24]=[CH:23][CH:22]=3)=[O:20])[CH2:10][CH2:11][N:12]([CH2:13][C:14]3[N:15]=[CH:16][NH:17][CH:18]=3)[CH2:6][C:5]=2[CH:4]=1 |f:0.1,2.3.4,5.6,8.9.10|. Reported procedure: Example 42 was prepared as an off white solid from 7-bromo-1,4-benzodiazepine (prepared as described in Compound B of Example 11) using the following procedure: Compound A of Example 4; Compound B of Example 4; Compound C of Example 4; Compound D of Example 1, using methylene chloride as solvent, purification by prep HPLC (YMC S5 ODS 30×250 mm; gradient elution with 0 to 100% buffer B over 45 min; buffer A=MeOH:H2O:TFA (10:90:0.1); buffer B=MeOH:H2O:TFA (90:10:0.1); 25 mL/min) and conversion to ... Starting materials: FC1=CC=C(C=C1)C=1OC2=C(C1C(=O)NC)C=C(C(=C2)N(S(=O)(=O)C)C)C2=CC(=CC=C2)B2OC(C(O2)(C)C)(C)C (2-(4-fluorophenyl)-N-methyl-6-(N-methylmethylsulfonamido)-5-(3-(4,4,5,5-tetramethyl-1,3,2-dioxaborolan-2-yl)phenyl)benzofuran-3-carboxamide), BrC1=CC=2C(N(COC2C=N1)CC1=CC=C(C=C1)F)=O (6-bromo-3-(4-fluorobenzyl)-2H-pyrido[4,3-e][1,3]oxazin-4(3H)-one), [O-]P(=O)([O-])[O-].[K+].[K+].[K+] (K3PO4). The reagents and catalysts are C1=CC=C(C=C1)P([C-]2C=CC=C2)C3=CC=CC=C3.C1=CC=C(C=C1)P([C-]2C=CC=C2)C3=CC=CC=C3.Cl[Pd]Cl.[Fe+2] (Pd(dppf)Cl2). Run in CN(C)C=O (DMF). Conditions: temperature 100 celsius, time 8 hour. The product is FC1=CC=C(CN2COC3=C(C2=O)C=C(N=C3)C=3C(=CC2=C(C(=C(O2)C2=CC=C(C=C2)F)C(=O)NC)C3)N(S(=O)(=O)C)C)C=C1 (5-(3-(4-fluorobenzyl)-4-oxo-3,4-dihydro-2H-pyrido[4,3-e][1,3]oxazin-6-yl)-2-(4-fluorophenyl)-N-methyl-6-(N-methylmethylsulfonamido)benzofuran-3-carboxamide). The yield is 57.5%. Reaction SMILES: [F:1][C:2]1[CH:7]=[CH:6][C:5]([C:8]2[O:9][C:10]3[CH:20]=[C:19]([N:21]([CH3:26])[S:22]([CH3:25])(=[O:24])=[O:23])[C:18](C4C=CC=C(B5OC(C)(C)C(C)(C)O5)C=4)=[CH:17][C:11]=3[C:12]=2[C:13]([NH:15][CH3:16])=[O:14])=[CH:4][CH:3]=1.Br[C:43]1[N:52]=[CH:51][C:50]2[O:49][CH2:48][N:47]([CH2:53][C:54]3[CH:59]=[CH:58][C:57]([F:60])=[CH:56][CH:55]=3)[C:46](=[O:61])[C:45]=2[CH:44]=1.[O-]P([O-])([O-])=O.[K+].[K+].[K+]>CN(C=O)C.C1C=CC(P(C2C=CC=CC=2)[C-]2C=CC=C2)=CC=1.C1C=CC(P(C2C=CC=CC=2)[C-]2C=CC=C2)=CC=1.Cl[Pd]Cl.[Fe+2]>[F:60][C:57]1[CH:58]=[CH:59][C:54]([CH2:53][N:47]2[C:46](=[O:61])[C:45]3[CH:44]=[C:43]([C:18]4[C:19]([N:21]([CH3:26])[S:22]([CH3:25])(=[O:24])=[O:23])=[CH:20][C:10]5[O:9][C:8]([C:5]6[CH:6]=[CH:7][C:2]([F:1])=[CH:3][CH:4]=6)=[C:12]([C:13]([NH:15][CH3:16])=[O:14])[C:11]=5[CH:17]=4)[N:52]=[CH:51][C:50]=3[O:49][CH2:48]2)=[CH:55][CH:56]=1 |f:2.3.4.5,7.8.9.10|. Procedure: To a degassed solution of 2-(4-fluorophenyl)-N-methyl-6-(N-methylmethylsulfonamido)-5-(3-(4,4,5,5-tetramethyl-1,3,2-dioxaborolan-2-yl)phenyl)benzofuran-3-carboxamide (134 mg, 0.27 mmol) and 6-bromo-3-(4-fluorobenzyl)-2H-pyrido[4,3-e][1,3]oxazin-4(3H)-one (75 mg, 0.22 mmol) in DMF (2 mL) were added Pd(dppf)Cl2 (18 mg, 0.02 mmol) and K3PO4 (331 mg, 0.66 mmol) under N2. After being stirred at 100° C. overnight, the reaction mixture was cooled to RT and filtered. The filtrate was washed with brine a... The reactants are C, CC1C(OCc2ccccc2)CC(=O)N1Cc1ccccc1, CO, [Pd]. Yields the product CC1C(O)CC(=O)N1Cc1ccccc1. Reaction SMILES: [C:25].[CH2:1]([c:2]1[cH:3][cH:4][cH:5][cH:6][cH:7]1)[N:8]1[C:9](=[O:22])[CH2:10][CH:11]([O:14][CH2:15][c:16]2[cH:17][cH:18][cH:19][cH:20][cH:21]2)[CH:12]1[CH3:13].[CH3:23][OH:24].[Pd:26]>>[CH2:1]([c:2]1[cH:3][cH:4][cH:5][cH:6][cH:7]1)[N:8]1[C:9](=[O:22])[CH2:10][CH:11]([OH:14])[CH:12]1[CH3:13]. The reactants are C(C)(C)(C)OC(=O)N1C(C(N(CC1)CC(=O)NCC(=O)N[C@@H](CC1=CC=CC=C1)C(=O)NC)=O)CC1=CC=C(C=C1)OCC1=CC=CC=C1 (Nα -[N-[[4-(t-Butoxycarbonyl)-2-oxo-3-(4-benzyloxybenzyl)-1-piperazinyl]acetyl]glycyl]-N-methyl-L-phenylalaninamide), [H][H] (hydrogen). The reagents and catalysts are [Pd] (Pd/C). Solvent: C(C)O (ethanol). Product: C(C)(C)(C)OC(=O)N1C(C(N(CC1)CC(=O)NCC(=O)N[C@@H](CC1=CC=CC=C1)C(=O)NC)=O)CC1=CC=C(C=C1)O (Nα -[N-[[4-(t-Butoxycarbonyl)-3-(4-hydroxybenzyl)-2-oxo-1-piperazinyl]acetyl]glycyl]-N-methyl-L-phenylalaninamide). RXN SMILES: [C:1]([O:5][C:6]([N:8]1[CH2:13][CH2:12][N:11]([CH2:14][C:15]([NH:17][CH2:18][C:19]([NH:21][C@H:22]([C:30]([NH:32][CH3:33])=[O:31])[CH2:23][C:24]2[CH:29]=[CH:28][CH:27]=[CH:26][CH:25]=2)=[O:20])=[O:16])[C:10](=[O:34])[CH:9]1[CH2:35][C:36]1[CH:41]=[CH:40][C:39]([O:42]CC2C=CC=CC=2)=[CH:38][CH:37]=1)=[O:7])([CH3:4])([CH3:3])[CH3:2].[H][H]>C(O)C.[Pd]>[C:1]([O:5][C:6]([N:8]1[CH2:13][CH2:12][N:11]([CH2:14][C:15]([NH:17][CH2:18][C:19]([NH:21][C@H:22]([C:30]([NH:32][CH3:33])=[O:31])[CH2:23][C:24]2[CH:25]=[CH:26][CH:27]=[CH:28][CH:29]=2)=[O:20])=[O:16])[C:10](=[O:34])[CH:9]1[CH2:35][C:36]1[CH:37]=[CH:38][C:39]([OH:42])=[CH:40][CH:41]=1)=[O:7])([CH3:4])([CH3:2])[CH3:3]. Procedure details: Protected-piperazinoneacetyl-gly-phe-NHCH3, 10a, (6.71 g, 1.00×10-2 mole) in ethanol (100 ml) is hydrogenated in a Parr apparatus at 40 psi over 10% Pd/C (0.5 g). After the reaction has absorbed one equivalent of hydrogen, the catalyst is filtered and washed with ethanol. The filtrate is evaporated at reduced pressure, affording 11a. The reactants are O=C(CC(=O)NC1=C(C(=O)O)C=CC=C1)NC1=C(C(=O)O)C=CC=C1 (2,2'-[(1,3-Dioxo-1,3-propanediyl)diimino]bisbenzoic acid), C(C1=CC=CC=C1)=O (benzaldehyde). Run in N1=CC=CC=C1 (pyridine). The product is O=C(C(C(=O)NC1=C(C(=O)O)C=CC=C1)=CC1=CC=CC=C1)NC1=C(C(=O)O)C=CC=C1 (2,2'-[(1,3-dioxo-2-phenylmethylene-1,3-propanediyl)diimino]bisbenzoic acid). The yield is 54.6%. Reaction SMILES: [O:1]=[C:2]([NH:16][C:17]1[CH:25]=[CH:24][CH:23]=[CH:22][C:18]=1[C:19]([OH:21])=[O:20])[CH2:3][C:4]([NH:6][C:7]1[CH:15]=[CH:14][CH:13]=[CH:12][C:8]=1[C:9]([OH:11])=[O:10])=[O:5].[CH:26](=O)[C:27]1[CH:32]=[CH:31][CH:30]=[CH:29][CH:28]=1>N1C=CC=CC=1>[O:5]=[C:4]([NH:6][C:7]1[CH:15]=[CH:14][CH:13]=[CH:12][C:8]=1[C:9]([OH:11])=[O:10])[C:3](=[CH:26][C:27]1[CH:32]=[CH:31][CH:30]=[CH:29][CH:28]=1)[C:2]([NH:16][C:17]1[CH:25]=[CH:24][CH:23]=[CH:22][C:18]=1[C:19]([OH:21])=[O:20])=[O:1]. Procedure: 2,2'-[(1,3-Dioxo-1,3-propanediyl)diimino]bisbenzoic acid (1.0 g) and benzaldehyde (0.46 g, 1.5 mol equivalent) were heated under reflux in dry pyridine (8 1) for 16 hours. After removing pyridine, the mixture was treated with water, made alkaline with 10% aqueous ammonia under ice cooling, and the aqueous layer was washed with ether. The aqueous layer was made acidic (pH=2) with 1N HCl, and the precipitated crystals were collected by filtration. After washing with water, the resulting solid was ... The reactants are COC(=O)c1ccc2c(C3CCCCC3)c(-c3ccccc3)n(CC(=O)OC(C)(C)C)c2c1, ClCCl, O=C(O)C(F)(F)F, O. Yields the product COC(=O)c1ccc2c(C3CCCCC3)c(-c3ccccc3)n(CC(=O)O)c2c1. Reaction SMILES: [C:1]([CH3:2])([CH3:3])([CH3:4])[O:5][C:6]([CH2:7][n:8]1[c:9](-[c:27]2[cH:28][cH:29][cH:30][cH:31][cH:32]2)[c:10]([CH:21]2[CH2:22][CH2:23][CH2:24][CH2:25][CH2:26]2)[c:11]2[cH:12][cH:13][c:14]([C:17](=[O:18])[O:19][CH3:20])[cH:15][c:16]12)=[O:33].[Cl:41][CH2:42][Cl:43].[F:34][C:35]([F:36])([F:37])[C:38]([OH:39])=[O:40].[OH2:44]>>[O:5]=[C:6]([CH2:7][n:8]1[c:9](-[c:27]2[cH:28][cH:29][cH:30][cH:31][cH:32]2)[c:10]([CH:21]2[CH2:22][CH2:23][CH2:24][CH2:25][CH2:26]2)[c:11]2[cH:12][cH:13][c:14]([C:17](=[O:18])[O:19][CH3:20])[cH:15][c:16]12)[OH:33]. The reactants are C([O-])([O-])=O.[Cs+].[Cs+] (cesium carbonate), BrCC1=CC=C(C(=O)OC(C)(C)C)C=C1 (t-butyl 4-bromomethylbenzoate), CC=1C(NC(NC1Cl)=O)=O (5-Methyl-6-chloropyrimidine-2,4-dione), ClCCl.CO (dichloromethane methanol). Run in CN(C=O)C (dimethylformamide). Run at time 20 hour. The product is C(C)(C)(C)OC(C1=CC=C(C=C1)CN1C(NC(=C(C1=O)C)Cl)=O)=O (4-(4-Chloro-5-methyl-2,6-dioxo-3,6-dihydro-2H-pyrimidin-1-ylmethyl)-benzoic acid tert-butyl ester). The yield is 40.3%. As a reaction SMILES: [CH3:1][C:2]1[C:3](=[O:10])[NH:4][C:5](=[O:9])[NH:6][C:7]=1[Cl:8].C(=O)([O-])[O-].[Cs+].[Cs+].Br[CH2:18][C:19]1[CH:31]=[CH:30][C:22]([C:23]([O:25][C:26]([CH3:29])([CH3:28])[CH3:27])=[O:24])=[CH:21][CH:20]=1.ClCCl.CO>CN(C)C=O>[C:26]([O:25][C:23](=[O:24])[C:22]1[CH:21]=[CH:20][C:19]([CH2:18][N:4]2[C:3](=[O:10])[C:2]([CH3:1])=[C:7]([Cl:8])[NH:6][C:5]2=[O:9])=[CH:31][CH:30]=1)([CH3:29])([CH3:28])[CH3:27] |f:1.2.3,5.6|. Reported procedure: 5-Methyl-6-chloropyrimidine-2,4-dione (1.00 g, 6.22 mmol) was dissolved in dimethylformamide (15 mL).To the solution was added cesium carbonate (2.02 g, 6.22 mmol) and t-butyl 4-bromomethylbenzoate (1.69 g, 6.22 mmol). The mixture was stirred at room temperature for 20 hours. The solvent was evaporated under a vacuum at 60° C. The residue was mixed with tetrahydrofuran (50 mL) and methanol (10 mL) and filtered. The filtrate was evaporated in a vacuum to an amber oil. The oil was purified by flas... Yields the product C(C)OC(C(C)(C)SC1CCCC1)=O (2-cyclopentylsulfanyl-2-methyl-propionic acid ethyl ester). Yield: 76.9%. Reaction SMILES: [CH:1]1([SH:6])[CH2:5][CH2:4][CH2:3][CH2:2]1.[OH-].[K+].Br[C:10]([CH3:17])([CH3:16])[C:11]([O:13][CH2:14][CH3:15])=[O:12]>C(O)C>[CH2:14]([O:13][C:11](=[O:12])[C:10]([S:6][CH:1]1[CH2:5][CH2:4][CH2:3][CH2:2]1)([CH3:17])[CH3:16])[CH3:15] |f:1.2|. Reactants: C1(CCCC1)S (cyclopentyl thiol), [OH-].[K+] (KOH), BrC(C(=O)OCC)(C)C (ethyl α-bromoisobutyrate). Reported procedure: To a solution of 5 g (48.7 mmol) of cyclopentyl thiol in ethanol (50 mL) are added 2.7 g (48.75 mmol) of KOH pellets, followed by 9.5 g (48.7 mmol) of ethyl α-bromoisobutyrate. The reaction is heated to reflux for 2 h and then cooled to room temperature. The solid (KBr) is separated by filtration and rinsed with ethanol (20 mL). The filtrate is concentrated under reduced pressure and the residue dissolved in DCM (50 mL). The organic layer is washed with saturated aqueous NaHCO3 solution (50 mL).... Run in C(C)O (ethanol). Starting materials: C1C(CCC=2OC3=C(C21)C=CC=C3)N (tetrahydro-dibenzofuran-2-ylamine), ClC1=CC=C(C(=O)Cl)C=C1 (p-chlorobenzoyl chloride). Solvent: N1=CC=CC=C1 (pyridine). The product is ClC1=CC=C(C(=O)NC2=CC3=C(OC4=C3CCCC4)C=C2)C=C1 (4-chloro-N-(6,7,8,9-tetrahydro-dibenzofuran-2-yl)-benzamide). The yield is 61.4%. RXN SMILES: [CH2:1]1[C:9]2[C:8]3[CH:10]=[CH:11][CH:12]=[CH:13][C:7]=3[O:6][C:5]=2[CH2:4][CH2:3][CH:2]1[NH2:14].[Cl:15][C:16]1[CH:24]=[CH:23][C:19]([C:20](Cl)=[O:21])=[CH:18][CH:17]=1>N1C=CC=CC=1>[Cl:15][C:16]1[CH:24]=[CH:23][C:19]([C:20]([NH:14][C:2]2[CH:3]=[CH:4][C:5]3[O:6][C:7]4[CH2:13][CH2:12][CH2:11][CH2:10][C:8]=4[C:9]=3[CH:1]=2)=[O:21])=[CH:18][CH:17]=1. Procedure: Following the procedure of Example 1, tetrahydro-dibenzofuran-2-ylamine (0.94 g, 5.0 mmol) and p-chlorobenzoyl chloride (0.72 mL, 5.5 mmol) in pyridine (10 mL) provided 4-chloro-N-(6,7,8,9-tetrahydro-dibenzofuran-2-yl)-benzamide (1.0 g). Mp 214.0-214.5° C.; Anal. Calcd. for C19H16CINO2: C, 70.05; H, 4.95; N, 4.30; Found: C, 70.10; H, 4.72; N, 4.17.